This data is from the Open Reaction Database (ORD), a public repository of structured organic reaction records. The task is: describe an organic reaction: reactants, conditions, products, and yield Reactants: CC(=O)OC1C(OC2C(Sc3ccccc3)OC(COCc3ccccc3)C(OCc3ccccc3)C2OCc2ccccc2)OC(COCc2ccccc2)C(OCc2ccccc2)C1OCc1ccccc1, CO, [Na], Cc1ccccc1. The product is OC1C(OC2C(Sc3ccccc3)OC(COCc3ccccc3)C(OCc3ccccc3)C2OCc2ccccc2)OC(COCc2ccccc2)C(OCc2ccccc2)C1OCc1ccccc1. RXN SMILES: [C:1](=[O:2])([CH3:3])[O:4][CH:5]1[CH:6]([O:36][CH:37]2[CH:38]([S:39][c:40]3[cH:41][cH:42][cH:43][cH:44][cH:45]3)[O:46][CH:47]([CH2:66][O:67][CH2:68][c:69]3[cH:70][cH:71][cH:72][cH:73][cH:74]3)[CH:48]([O:58][CH2:59][c:60]3[cH:61][cH:62][cH:63][cH:64][cH:65]3)[CH:49]2[O:50][CH2:51][c:52]2[cH:53][cH:54][cH:55][cH:56][cH:57]2)[O:7][CH:8]([CH2:27][O:28][CH2:29][c:30]2[cH:31][cH:32][cH:33][cH:34][cH:35]2)[CH:9]([O:19][CH2:20][c:21]2[cH:22][cH:23][cH:24][cH:25][cH:26]2)[CH:10]1[O:11][CH2:12][c:13]1[cH:14][cH:15][cH:16][cH:17][cH:18]1.[CH3:76][OH:77].[Na:75].[c:78]1([CH3:79])[cH:80][cH:81][cH:82][cH:83][cH:84]1>>[OH:4][CH:5]1[CH:6]([O:36][CH:37]2[CH:38]([S:39][c:40]3[cH:41][cH:42][cH:43][cH:44][cH:45]3)[O:46][CH:47]([CH2:66][O:67][CH2:68][c:69]3[cH:70][cH:71][cH:72][cH:73][cH:74]3)[CH:48]([O:58][CH2:59][c:60]3[cH:61][cH:62][cH:63][cH:64][cH:65]3)[CH:49]2[O:50][CH2:51][c:52]2[cH:53][cH:54][cH:55][cH:56][cH:57]2)[O:7][CH:8]([CH2:27][O:28][CH2:29][c:30]2[cH:31][cH:32][cH:33][cH:34][cH:35]2)[CH:9]([O:19][CH2:20][c:21]2[cH:22][cH:23][cH:24][cH:25][cH:26]2)[CH:10]1[O:11][CH2:12][c:13]1[cH:14][cH:15][cH:16][cH:17][cH:18]1. The reactants are C(C1=CC(OC)=C(O)C=C1)(=O)OC (methyl vanillate), C([O-])([O-])=O.[K+].[K+] (potassium carbonate), C(C)I (ethyl iodide). Solvent: CN(C)C=O (DMF). Conditions: temperature 100 celsius, time 2.5 hour. Yields the product C(C)OC1=C(C=C(C(=O)OC)C=C1)OC (Methyl 4-ethoxy-3-methoxybenzoate). The yield is 89.8%. As a reaction SMILES: [C:1]([O:12][CH3:13])(=[O:11])[C:2]1[CH:10]=[CH:9][C:7]([OH:8])=[C:4]([O:5][CH3:6])[CH:3]=1.C(=O)([O-])[O-].[K+].[K+].[CH2:20](I)[CH3:21]>CN(C=O)C>[CH2:20]([O:8][C:7]1[CH:9]=[CH:10][C:2]([C:1]([O:12][CH3:13])=[O:11])=[CH:3][C:4]=1[O:5][CH3:6])[CH3:21] |f:1.2.3|. Reported procedure: A mixture of 25.0 g (137 mmol) methyl vanillate, 38.87 g (274 mmol) potassium carbonate, 500 ml DMF, and 16.5 ml (206 mmol) ethyl iodide was heated to 100° C. under N2. At 2.5 hours, cooled and removed solids. Stripped solvent, and partitioned between water and methylene chloride. Stripped solvent and dried in vacuo, giving 25.85 g of white solid: mass spectrum (EI m/e): M=210.0. Starting materials: BrCCCl (1-bromo-2-chloroethane), ClC=1C=C(CN2C(C=3C(=C(N=C(C3CC2)C(=O)N(C)C)O)O)=O)C=CC1F (6-(3-Chloro-4-fluorobenzyl)-3,4-dihydroxy-N,N-dimethyl-5-oxo-5,6,7,8-tetrahydro-2,6-naphthyridine-1-carboxamide), C[O-].[Mg+2].C[O-] (magnesium methoxide), N1CCCC1 (pyrrolidine), [I-].[Na+] (sodium iodide). Run in CS(=O)C (DMSO), CO (methanol), CS(=O)C (DMSO). Conditions: temperature 60 celsius, time 8 hour. The product is ClC=1C=C(CN2C(C3=C(C(N(C(=C3CC2)C(=O)N(C)C)CCN2CCCC2)=O)O)=O)C=CC1F (6-(3-Chloro-4-fluorobenzyl)-4-hydroxy-N,N-dimethyl-2-(2-pyrrolidin-1-ylethyl)-3,5-dioxo-2,3,5,6,7,8-hexahydro-2,6-naphthyridine-1-carboxamide). Reaction SMILES: [Cl:1][C:2]1[CH:3]=[C:4]([CH:24]=[CH:25][C:26]=1[F:27])[CH2:5][N:6]1[CH2:15][CH2:14][C:13]2[C:12]([C:16]([N:18]([CH3:20])[CH3:19])=[O:17])=[N:11][C:10]([OH:21])=[C:9]([OH:22])[C:8]=2[C:7]1=[O:23].C[O-].[Mg+2].C[O-].Br[CH2:34][CH2:35]Cl.[NH:37]1[CH2:41][CH2:40][CH2:39][CH2:38]1.[I-].[Na+]>CO.CS(C)=O>[Cl:1][C:2]1[CH:3]=[C:4]([CH:24]=[CH:25][C:26]=1[F:27])[CH2:5][N:6]1[CH2:15][CH2:14][C:13]2[C:8](=[C:9]([OH:22])[C:10](=[O:21])[N:11]([CH2:39][CH2:38][N:37]3[CH2:35][CH2:34][CH2:40][CH2:41]3)[C:12]=2[C:16]([N:18]([CH3:20])[CH3:19])=[O:17])[C:7]1=[O:23] |f:1.2.3,6.7|. Procedure: A mixture of 6-(3-chloro-4-fluorobenzyl)-3,4-dihydroxy-N,N-dimethyl-5-oxo-5,6,7,8-tetrahydro-2,6-naphthyridine-1-carboxamide (0.075 g, 0.19 mmol; Example 13, step 5) and magnesium methoxide in methanol (0.06 mL, 6-10% methanol solution available from Aldrich) in DMSO (2 mL) was heated at 60° C. for 30 minutes. Methanol was exhaustively removed under vacuum over 45 minutes. The residual DMSO solution was treated with 1-bromo-2-chloroethane (0.136 g, 0.95 mmol) and stirred at 60° C. under an atmos... Starting materials: C(C)OC(CS)=O (mercapto-acetic acid ethyl ester), [H-].[Na+] (NaH), ClC1=C(C=CC(=C1)Cl)OCCl (2,4-dichloro-1-chloromethoxy-benzene). Run in CN(C)C=O (DMF). Run at time 30 minute. Product: ClC1=C(OCSCC(=O)O)C=CC(=C1)Cl ((2,4-dichloro-phenoxymethylsulfanyl)-acetic acid). Isolated yield 56.5%. Reaction SMILES: C([O:3][C:4](=[O:7])[CH2:5][SH:6])C.[H-].[Na+].[Cl:10][C:11]1[CH:16]=[C:15]([Cl:17])[CH:14]=[CH:13][C:12]=1[O:18][CH2:19]Cl>CN(C=O)C>[Cl:10][C:11]1[CH:16]=[C:15]([Cl:17])[CH:14]=[CH:13][C:12]=1[O:18][CH2:19][S:6][CH2:5][C:4]([OH:3])=[O:7] |f:1.2|. Reported procedure: To a solution of mercapto-acetic acid ethyl ester (2.4 g, 19.86 mmol) in dry DMF (20 mL) was added NaH (556 mg, 23.27 mmol, 60% in mineral oil). The mixture was stirred for 30 min. at room temperature followed by dropwise addition of 2,4-dichloro-1-chloromethoxy-benzene (3.5 g, 16.55 mmol), stirring was continued for 16 hrs at ambient temperature. The reaction was quenched by addition of water (50 mL) and extracted with diethyl ether (2×50 mL). The combined organic phases were washed with satura...